Dataset: the Open Reaction Database (ORD), a public repository of structured organic reaction records. Task: describe an organic reaction: reactants, conditions, products, and yield Starting materials: C(C)O (ethanol), [N+](=O)([O-])C=1C=C(C=CC1OC1=CC=CC=C1)O (3-nitro-4-phenoxyphenol), Cl (hydrochloric acid). The reagents and catalysts are [Fe] (iron). Solvent: O (water). Conditions: temperature 60 celsius, time 20 minute. Yields the product NC=1C=C(C=CC1OC1=CC=CC=C1)O (3-amino-4-phenoxyphenol). Isolated yield 82.1%. Reaction SMILES: C(O)C.[N+:4]([C:7]1[CH:8]=[C:9]([OH:20])[CH:10]=[CH:11][C:12]=1[O:13][C:14]1[CH:19]=[CH:18][CH:17]=[CH:16][CH:15]=1)([O-])=O.Cl>[Fe].O>[NH2:4][C:7]1[CH:8]=[C:9]([OH:20])[CH:10]=[CH:11][C:12]=1[O:13][C:14]1[CH:19]=[CH:18][CH:17]=[CH:16][CH:15]=1. Procedure details: 120 ml of ethanol and 120 ml of water were added to 23.1 g of 3-nitro-4-phenoxyphenol, and the mixture was made into a solution by heating at 60° C. 2.3 ml of 4N hydrochloric acid was added thereto. While maintaining the reaction temperature at 65°-70° C., 16.8 g of an iron powder was added thereto in portions in 20 minutes. Stirring was conducted for 30 minutes at the same temperature. The reaction mixture was hot-filtered. 50 ml of water was added to the filtrate and the mixture was allowed to... Starting materials: OC1=C(C=CC=C1)C=CC(=O)C1=C(C=C(C=C1)Cl)Cl (2-Hydroxy-2',4'-dichlorochalcone), O1C(CC(=O)C2=CC=CC=C12)C1=CC=CC=C1 (flavanone). Product: ClC1=C(C2OC3=CC=CC=C3C(C2)=O)C=CC(=C1)Cl (2',4'-dichloro flavanone). As a reaction SMILES: O[C:2]1[CH:7]=[CH:6][CH:5]=[CH:4][C:3]=1[CH:8]=[CH:9][C:10]([C:12]1[CH:17]=[CH:16][C:15]([Cl:18])=[CH:14][C:13]=1[Cl:19])=[O:11].[O:20]1C2C(=CC=CC=2)C(=O)CC1C1C=CC=CC=1>>[Cl:19][C:13]1[CH:14]=[C:15]([Cl:18])[CH:16]=[CH:17][C:12]=1[CH:10]1[CH2:9][C:8](=[O:20])[C:3]2[C:4](=[CH:5][CH:6]=[CH:7][CH:2]=2)[O:11]1. Reported procedure: 2-Hydroxy-2',4'-dichlorochalcone, as described in Arch. Pharm. 295, 16 (1962), was cyclized to the flavanone by the procedure described in Bull. Soc. Chem. France 674 (1973). Two recrystallizations from methanol gave 3 g of 2',4'-dichloro flavanone as pale tan crystals, m.p. 91°-92° C. The reactants are Brc1ccc(-n2c(-c3ccccc3)nnc2-c2ccccc2)cc1, COCCOC, [Na+], [Na+], O=C([O-])[O-], c1ccc(P(c2ccccc2)(c2ccccc2)[Pd](P(c2ccccc2)(c2ccccc2)c2ccccc2)(P(c2ccccc2)(c2ccccc2)c2ccccc2)P(c2ccccc2)(c2ccccc2)c2ccccc2)cc1, OB(O)c1cccnc1. The product is c1ccc(-c2nnc(-c3ccccc3)n2-c2ccc(-c3cccnc3)cc2)cc1. Reaction SMILES: [Br:1][c:2]1[cH:3][cH:4][c:5](-[n:8]2[c:9](-[c:19]3[cH:20][cH:21][cH:22][cH:23][cH:24]3)[n:10][n:11][c:12]2-[c:13]2[cH:14][cH:15][cH:16][cH:17][cH:18]2)[cH:6][cH:7]1.[CH3:117][O:118][CH2:119][CH2:120][O:121][CH3:122].[Na+:34].[Na+:35].[O-:36][C:37](=[O:38])[O-:39].[cH:40]1[cH:41][cH:42][c:43]([P:44]([Pd:45]([P:46]([c:47]2[cH:48][cH:49][cH:50][cH:51][cH:52]2)([c:53]2[cH:54][cH:55][cH:56][cH:57][cH:58]2)[c:59]2[cH:60][cH:61][cH:62][cH:63][cH:64]2)([P:65]([c:66]2[cH:67][cH:68][cH:69][cH:70][cH:71]2)([c:72]2[cH:73][cH:74][cH:75][cH:76][cH:77]2)[c:78]2[cH:79][cH:80][cH:81][cH:82][cH:83]2)[P:84]([c:85]2[cH:86][cH:87][cH:88][cH:89][cH:90]2)([c:91]2[cH:92][cH:93][cH:94][cH:95][cH:96]2)[c:97]2[cH:98][cH:99][cH:100][cH:101][cH:102]2)([c:103]2[cH:104][cH:105][cH:106][cH:107][cH:108]2)[c:109]2[cH:110][cH:111][cH:112][cH:113][cH:114]2)[cH:115][cH:116]1.[n:25]1[cH:26][c:27]([B:31]([OH:32])[OH:33])[cH:28][cH:29][cH:30]1>>[c:2]1(-[c:27]2[cH:26][n:25][cH:30][cH:29][cH:28]2)[cH:3][cH:4][c:5](-[n:8]2[c:9](-[c:19]3[cH:20][cH:21][cH:22][cH:23][cH:24]3)[n:10][n:11][c:12]2-[c:13]2[cH:14][cH:15][cH:16][cH:17][cH:18]2)[cH:6][cH:7]1. The reactants are C[O-].[Na+] (sodium methoxide), C(#N)NC(=N)N (N-cyanoguanidine), FC(C(=O)OC)(F)F (methyl trifluoroacetate). Reagents/catalysts: [Cl-].[Zn+2].[Cl-] (zinc chloride). Run in CO (methanol). Run at temperature 50 celsius. Yields the product NC1=NC(=NC(=N1)C(F)(F)F)OC (2-amino-4-trifluoromethyl-6-methoxy-1,3,5-triazine). The yield is 89.0%. Reaction SMILES: [C:1]([NH:3][C:4]([NH2:6])=[NH:5])#[N:2].[F:7][C:8]([F:14])([F:13])[C:9](OC)=O.[CH3:15][O-:16].[Na+]>[Cl-].[Zn+2].[Cl-].CO>[NH2:5][C:4]1[N:6]=[C:9]([C:8]([F:14])([F:13])[F:7])[N:2]=[C:1]([O:16][CH3:15])[N:3]=1 |f:2.3,4.5.6|. Reported procedure: 21 g (0.25 mol) of N-cyanoguanidine, 3.4 g (0.025 mol) of anhydrous zinc chloride and 160 g (1.25 mol) of methyl trifluoroacetate are initially introduced into 400 ml of methanol, the mixture is warmed to 50° C. and 50 g (0.27 mol) of 30% strength sodium methoxide solution are pumped in in the course of 10 hours. The solvent is then largely removed, and the residue is washed with 250 ml of water and 250 ml of dilute hydrochloric acid and dried at 60° C./20 mbar. 43.2 g (0.22 mol, 89%) of 2-amino... The reactants are C(C=C)N(C[C@@H](C)N1C(C2=CC=C(C(=C2C=C1)NC(CC1=CC(=C(C=C1)C(F)(F)F)F)=O)C)=O)C ((R)—N-(2-(1-(allyl(methyl)amino)propan-2-yl)-6-methyl-1-oxo-1,2-dihydroisoquinolin-5-yl)-2-(3-fluoro-4-(trifluoromethyl)phenyl)acetamide), C(Cl)Cl (methylene chloride), CN1C(=O)N(C(=O)CC1=O)C (1,3-dimethylbarbituric acid). Reagents/catalysts: C=1C=CC(=CC1)[P](C=2C=CC=CC2)(C=3C=CC=CC3)[Pd]([P](C=4C=CC=CC4)(C=5C=CC=CC5)C=6C=CC=CC6)([P](C=7C=CC=CC7)(C=8C=CC=CC8)C=9C=CC=CC9)[P](C=1C=CC=CC1)(C=1C=CC=CC1)C=1C=CC=CC1 (tetrakis(triphenylphosphine)palladium(0)). Run at time 4 hour. Yields the product FC=1C=C(C=CC1C(F)(F)F)CC(=O)NC1=C2C=CN(C(C2=CC=C1C)=O)[C@@H](CNC)C ((R)-2-(3-Fluoro-4-(trifluoromethyl)phenyl)-N-(6-methyl-2-(1-(methylamino)propan-2-yl)-1-oxo-1,2-dihydroisoquinolin-5-yl)acetamide). RXN SMILES: [CH2:1]([N:4](C)[CH2:5][C@H:6]([N:8]1[CH:17]=[CH:16][C:15]2[C:10](=[CH:11][CH:12]=[C:13]([CH3:33])[C:14]=2[NH:18][C:19](=[O:32])[CH2:20][C:21]2[CH:26]=[CH:25][C:24]([C:27]([F:30])([F:29])[F:28])=[C:23]([F:31])[CH:22]=2)[C:9]1=[O:34])[CH3:7])C=C.C(Cl)Cl.CN1C(=O)CC(=O)N(C)C1=O>C1C=CC([P]([Pd]([P](C2C=CC=CC=2)(C2C=CC=CC=2)C2C=CC=CC=2)([P](C2C=CC=CC=2)(C2C=CC=CC=2)C2C=CC=CC=2)[P](C2C=CC=CC=2)(C2C=CC=CC=2)C2C=CC=CC=2)(C2C=CC=CC=2)C2C=CC=CC=2)=CC=1>[F:31][C:23]1[CH:22]=[C:21]([CH2:20][C:19]([NH:18][C:14]2[C:13]([CH3:33])=[CH:12][CH:11]=[C:10]3[C:15]=2[CH:16]=[CH:17][N:8]([C@H:6]([CH3:7])[CH2:5][NH:4][CH3:1])[C:9]3=[O:34])=[O:32])[CH:26]=[CH:25][C:24]=1[C:27]([F:30])([F:28])[F:29] |^1:53,55,74,93|. Procedure details: A solution of (R)—N-(2-(1-(allyl(methyl)amino)propan-2-yl)-6-methyl-1-oxo-1,2-dihydroisoquinolin-5-yl)-2-(3-fluoro-4-(trifluoromethyl)phenyl)acetamide (56 mg, 0.00011 mol) in methylene chloride (2.5 mL, 0.039 mol) was added to 1,3-dimethylbarbituric acid (60 mg, 0.0004 mol) and tetrakis(triphenylphosphine)palladium(0) (1 mg, 0.000001 mol) under argon. The mixture was stirred at room temperature for 4 hours, purified via flash chromatography and then by reverse phase preparative HPLC to afford th... Starting materials: COc1c(F)cc(Oc2c(Br)cc(C(C)C(=O)[O-])cc2Br)cc1C(C)C, Cl, [Li+], C1CCOC1, [OH-]. The product is COc1c(F)cc(Oc2c(Br)cc(CC(=O)O)cc2Br)cc1C(C)C. Reaction SMILES: [CH3:1][CH:2]([C:3](=[O:4])[O-:5])[c:6]1[cH:7][c:8]([Br:26])[c:9]([O:13][c:14]2[cH:15][c:16]([F:25])[c:17]([O:23][CH3:24])[c:18]([CH:20]([CH3:21])[CH3:22])[cH:19]2)[c:10]([Br:12])[cH:11]1.[ClH:27].[Li+:33].[O:28]1[CH2:29][CH2:30][CH2:31][CH2:32]1.[OH-:34]>>[CH2:2]([C:3](=[O:4])[OH:5])[c:6]1[cH:7][c:8]([Br:26])[c:9]([O:13][c:14]2[cH:15][c:16]([F:25])[c:17]([O:23][CH3:24])[c:18]([CH:20]([CH3:21])[CH3:22])[cH:19]2)[c:10]([Br:12])[cH:11]1. The reactants are CC(C)(C)[Si](C)(C)OC1CC(=O)OC(C=O)C1, CN([SiH](C)C)[Si](C)(C)C, Cc1ccccc1, [Cl-], O=C([O-])C(F)(F)F, CCCC[P+](CCCC)(CCCC)Cc1c(-c2ccc(F)cc2)nc(N(C)S(C)(=O)=O)nc1C(C)C, [NH4+], [Na], O. Yields the product CC(C)c1nc(N(C)S(C)(=O)=O)nc(-c2ccc(F)cc2)c1C=CC1CC(O[Si](C)(C)C(C)(C)C)CC(=O)O1. As a reaction SMILES: [C:54]([CH3:55])([CH3:56])([CH3:57])[Si:58]([O:59][CH:60]1[CH2:61][CH:62]([CH:67]=[O:68])[O:63][C:64](=[O:66])[CH2:65]1)([CH3:69])[CH3:70].[CH3:44][SiH:45]([CH3:46])[N:47]([CH3:48])[Si:49]([CH3:50])([CH3:51])[CH3:52].[CH3:73][c:74]1[cH:75][cH:76][cH:77][cH:78][cH:79]1.[Cl-:71].[F:1][C:2]([F:3])([F:4])[C:5]([O-:6])=[O:7].[F:8][c:9]1[cH:10][cH:11][c:12](-[c:15]2[n:16][c:17]([N:38]([S:39](=[O:40])(=[O:41])[CH3:42])[CH3:43])[n:18][c:19]([CH:35]([CH3:36])[CH3:37])[c:20]2[CH2:21][P+:22]([CH2:23][CH2:24][CH2:25][CH3:26])([CH2:27][CH2:28][CH2:29][CH3:30])[CH2:31][CH2:32][CH2:33][CH3:34])[cH:13][cH:14]1.[NH4+:72].[Na:53].[OH2:80]>>[F:8][c:9]1[cH:10][cH:11][c:12](-[c:15]2[n:16][c:17]([N:38]([S:39](=[O:40])(=[O:41])[CH3:42])[CH3:43])[n:18][c:19]([CH:35]([CH3:36])[CH3:37])[c:20]2[CH:21]=[CH:67][CH:62]2[CH2:61][CH:60]([O:59][Si:58]([C:54]([CH3:55])([CH3:56])[CH3:57])([CH3:69])[CH3:70])[CH2:65][C:64](=[O:66])[O:63]2)[cH:13][cH:14]1.